This data is from the Open Reaction Database (ORD), a public repository of structured organic reaction records. The task is: describe an organic reaction: reactants, conditions, products, and yield The reactants are C1(=CC=CC=C1)CCCN (3-phenylpropan-1-amine), C1N(CC2=CC=CC=C12)C(=O)NC1=CC=C(N=N1)C(=O)O (6-(isoindoline-2-carboxamido)pyridazine-3-carboxylic acid), C1N(CC2=CC=CC=C12)C(=O)NC1=CC=C(C(=O)O)C=C1 (4-(isoindoline-2-carboxamido)benzoic acid). The product is O1[C@@H](CCC1)CNC(=O)C1=CC=C(N=N1)NC(=O)N1CC2=CC=CC=C2C1 (N-(6-{[(2S)-tetrahydrofuran-2-ylmethyl]carbamoyl}pyridazin-3-yl)-1,3-dihydro-2H-isoindole-2-carboxamide). RXN SMILES: C1(CCCN)C=CC=CC=1.[CH2:11]1[C:19]2[C:14](=[CH:15][CH:16]=[CH:17][CH:18]=2)[CH2:13][N:12]1[C:20]([NH:22][C:23]1[N:28]=[N:27][C:26]([C:29]([OH:31])=O)=[CH:25][CH:24]=1)=[O:21].C1C2C(=CC=CC=2)CN1C([NH:43][C:44]1C=C[C:47]([C:48]([OH:50])=O)=[CH:46][CH:45]=1)=O>>[O:50]1[CH2:48][CH2:47][CH2:46][C@H:45]1[CH2:44][NH:43][C:29]([C:26]1[N:27]=[N:28][C:23]([NH:22][C:20]([N:12]2[CH2:11][C:19]3[C:14](=[CH:15][CH:16]=[CH:17][CH:18]=3)[CH2:13]2)=[O:21])=[CH:24][CH:25]=1)=[O:31]. Procedure details: The title compound was prepared as described in Example 1C, substituting (S)-(tetrahydrofuran-2-yl)methamine for 3-phenylpropan-1-amine and 6-(isoindoline-2-carboxamido)pyridazine-3-carboxylic acid for 4-(isoindoline-2-carboxamido)benzoic acid. 1H NMR (300 MHz, DMSO-d6) δ 10.03 (s, 1H), 8.85 (t, J=6.1 Hz, 1H), 8.32 (d, J=9.3 Hz, 1H), 8.12 (d, J=9.3 Hz, 1H), 7.41-7.28 (m, 4H), 5.04-4.72 (m, 4H), 4.04 (p, J=6.2 Hz, 1H), 3.85-3.74 (m, 1H), 3.69-3.58 (m, 1H), 3.38 (dd, J=11.2, 5.0 Hz, 2H), 2.01-1.74... As a reaction SMILES: [CH3:18][N:19]([CH3:20])[CH:21]=[O:22].[CH3:23][c:24]1[cH:25][cH:26][cH:27][cH:28][cH:29]1.[OH:1][CH2:2][c:3]1[cH:4][c:5]2[c:6]([NH:14][CH:15]([CH3:16])[CH3:17])[n:7][cH:8][n:9][c:10]2[cH:11][c:12]1[OH:13]>>[O:1]=[CH:2][c:3]1[cH:4][c:5]2[c:6]([NH:14][CH:15]([CH3:16])[CH3:17])[n:7][cH:8][n:9][c:10]2[cH:11][c:12]1[OH:13]. The product is CC(C)Nc1ncnc2cc(O)c(C=O)cc12. Starting materials: CN(C)C=O, Cc1ccccc1, CC(C)Nc1ncnc2cc(O)c(CO)cc12. The reactants are O=C([O-])[O-], COC(=O)c1cc(I)c(C#N)cc1C(F)(F)F, CCC(C)N, [Cs+], [Cs+], C1COCCO1, O=C(C=Cc1ccccc1)C=Cc1ccccc1, O=C(C=Cc1ccccc1)C=Cc1ccccc1, O=C(C=Cc1ccccc1)C=Cc1ccccc1, [Pd], [Pd]. Product: CCC(C)Nc1cc(C(=O)OC)c(C(F)(F)F)cc1C#N. As a reaction SMILES: [C:18](=[O:19])([O-:20])[O-:21].[C:1](#[N:2])[c:3]1[cH:4][c:5]([C:14]([F:15])([F:16])[F:17])[c:6]([C:7](=[O:8])[O:9][CH3:10])[cH:11][c:12]1[I:13].[CH:24]([CH3:25])([CH2:26][CH3:27])[NH2:28].[Cs+:22].[Cs+:23].[O:29]1[CH2:30][CH2:31][O:32][CH2:33][CH2:34]1.[O:37]=[C:38]([CH:39]=[CH:40][c:41]1[cH:42][cH:43][cH:44][cH:45][cH:46]1)[CH:47]=[CH:48][c:49]1[cH:50][cH:51][cH:52][cH:53][cH:54]1.[O:55]=[C:56]([CH:57]=[CH:58][c:59]1[cH:60][cH:61][cH:62][cH:63][cH:64]1)[CH:65]=[CH:66][c:67]1[cH:68][cH:69][cH:70][cH:71][cH:72]1.[O:73]=[C:74]([CH:75]=[CH:76][c:77]1[cH:78][cH:79][cH:80][cH:81][cH:82]1)[CH:83]=[CH:84][c:85]1[cH:86][cH:87][cH:88][cH:89][cH:90]1.[Pd:35].[Pd:36]>>[C:1](#[N:2])[c:3]1[cH:4][c:5]([C:14]([F:15])([F:16])[F:17])[c:6]([C:7](=[O:8])[O:9][CH3:10])[cH:11][c:12]1[NH:28][CH:24]([CH3:25])[CH2:26][CH3:27]. The reactants are COC=1C=CC(=C(C=NC2=C(C=CC=C2C)O)C1)OCOC (2-[(5-Methoxy-2-methoxymethoxybenzylidene)amino]-3-methylphenol), COCOC1=CC=C(C=O)C=C1 (4-methoxymethoxybenzaldehyde). Product: COCOC1=CC=C(C=NC2=C(C=CC=C2C)O)C=C1 (2-[(4-methoxymethoxybenzylidene)amino]-3-methylphenol). RXN SMILES: CO[C:3]1[CH:4]=[CH:5][C:6](OCOC)=[C:7]([CH:18]=1)[CH:8]=[N:9][C:10]1[C:15]([CH3:16])=[CH:14][CH:13]=[CH:12][C:11]=1[OH:17].[CH3:23][O:24][CH2:25][O:26]C1C=CC(C=O)=CC=1>>[CH3:23][O:24][CH2:25][O:26][C:4]1[CH:3]=[CH:18][C:7]([CH:8]=[N:9][C:10]2[C:15]([CH3:16])=[CH:14][CH:13]=[CH:12][C:11]=2[OH:17])=[CH:6][CH:5]=1. Reported procedure: 2-[(4-methoxymethoxybenzylidene)amino]-3-methylphenol (F6) was prepared in a similar manner for the preparation of 2-[(5-Methoxy-2-methoxymethoxybenzylidene)amino]-3-methylphenol (F4) by using 4-methoxymethoxybenzaldehyde (F3) (3.32 g, 20 mmol) instead of 5-methoxy-2-methoxymethoxybenzaldehyde (F1) in 84% (4.56 g): 1H-NMR (500 MHz, CDCl3) δ3.53 (s, 3H), 5.24 (s, 3H), 7.17 (d, 1H, J=9.0 Hz), 7.35 (d, 1H, J=9.0 Hz), 10.52 (s, 1H). Starting materials: C1CCOC1, CO, CCOC(=O)COc1ccc(S(=O)(=O)N(CCC2CC2)c2cccc(-c3ccc(C(F)(F)F)cc3)c2)cc1C, [Na+], [OH-]. The product is Cc1cc(S(=O)(=O)N(CCC2CC2)c2cccc(-c3ccc(C(F)(F)F)cc3)c2)ccc1OCC(=O)O. Reaction SMILES: [CH2:44]1[O:45][CH2:46][CH2:47][CH2:48]1.[CH3:42][OH:43].[CH:1]1([CH2:4][CH2:5][N:6]([S:7](=[O:8])(=[O:9])[c:10]2[cH:11][c:12]([CH3:23])[c:13]([O:14][CH2:15][C:16](=[O:17])[O:18][CH2:19][CH3:20])[cH:21][cH:22]2)[c:24]2[cH:25][c:26](-[c:30]3[cH:31][cH:32][c:33]([C:36]([F:37])([F:38])[F:39])[cH:34][cH:35]3)[cH:27][cH:28][cH:29]2)[CH2:2][CH2:3]1.[Na+:41].[OH-:40]>>[CH:1]1([CH2:4][CH2:5][N:6]([S:7](=[O:8])(=[O:9])[c:10]2[cH:11][c:12]([CH3:23])[c:13]([O:14][CH2:15][C:16](=[O:17])[OH:18])[cH:21][cH:22]2)[c:24]2[cH:25][c:26](-[c:30]3[cH:31][cH:32][c:33]([C:36]([F:37])([F:38])[F:39])[cH:34][cH:35]3)[cH:27][cH:28][cH:29]2)[CH2:2][CH2:3]1. Starting materials: F[B-](F)(F)F.C(C)(C)(C)P(C(C)(C)C)C(C)(C)C (tri-tert-butylphosphine tetrafluoroborate), C1(CCCCC1)P(C1=C(C=CC=C1)C1=C(C=C(C=C1C(C)C)C(C)C)C(C)C)C1CCCCC1 (2-dicyclohexylphosphino-2′,4′,6′-triisopropylbiphenyl), C(CC(O)(C(=O)O)CC(=O)O)(=O)O (citric acid), F[B-](F)(F)F.C(C)(C)(C)P(C(C)(C)C)C(C)(C)C (tri-tert-butylphosphine tetrafluoroborate), C1(CCCCC1)P(C1=C(C=CC=C1)C1=C(C=C(C=C1C(C)C)C(C)C)C(C)C)C1CCCCC1 (2-dicyclohexylphosphino-2′,4′,6′-triisopropylbiphenyl), BrC1=CC(=C(C(=O)OC(C)(C)C)C=C1)NC1=CC=C(C=C1)F (tert-butyl 4-bromo-2-(4-fluoroanilino)benzoate), N1C=CC2=CC=CC=C12 (1H-indole), P(=O)([O-])([O-])[O-].[K+].[K+].[K+] (tripotassium phosphate), F[B-](F)(F)F.C(C)(C)(C)P(C(C)(C)C)C(C)(C)C (tri-tert-butylphosphine tetrafluoroborate), C1(CCCCC1)P(C1=C(C=CC=C1)C1=C(C=C(C=C1C(C)C)C(C)C)C(C)C)C1CCCCC1 (2-dicyclohexylphosphino-2′,4′,6′-triisopropylbiphenyl). The reagents and catalysts are C=1C=CC(=CC1)/C=C/C(=O)/C=C/C2=CC=CC=C2.C=1C=CC(=CC1)/C=C/C(=O)/C=C/C2=CC=CC=C2.C=1C=CC(=CC1)/C=C/C(=O)/C=C/C2=CC=CC=C2.[Pd].[Pd] (tris(dibenzylideneacetone)dipalladium(0)), C=1C=CC(=CC1)/C=C/C(=O)/C=C/C2=CC=CC=C2.C=1C=CC(=CC1)/C=C/C(=O)/C=C/C2=CC=CC=C2.C=1C=CC(=CC1)/C=C/C(=O)/C=C/C2=CC=CC=C2.[Pd].[Pd] (tris(dibenzylideneacetone)dipalladium(0)), C=1C=CC(=CC1)/C=C/C(=O)/C=C/C2=CC=CC=C2.C=1C=CC(=CC1)/C=C/C(=O)/C=C/C2=CC=CC=C2.C=1C=CC(=CC1)/C=C/C(=O)/C=C/C2=CC=CC=C2.[Pd].[Pd] (tris(dibenzylideneacetone)dipalladium(0)). Run in C1(=CC=CC=C1)C (toluene), C1(=CC=CC=C1)C (toluene). The product is FC1=CC=C(NC2=C(C(=O)OC(C)(C)C)C=CC(=C2)N2C=CC3=CC=CC=C23)C=C1 (tert-butyl 2-(4-fluoroanilino)-4-(1H-indol-1-yl)benzoate). Reaction SMILES: Br[C:2]1[CH:14]=[CH:13][C:5]([C:6]([O:8][C:9]([CH3:12])([CH3:11])[CH3:10])=[O:7])=[C:4]([NH:15][C:16]2[CH:21]=[CH:20][C:19]([F:22])=[CH:18][CH:17]=2)[CH:3]=1.[NH:23]1[C:31]2[C:26](=[CH:27][CH:28]=[CH:29][CH:30]=2)[CH:25]=[CH:24]1.P([O-])([O-])([O-])=O.[K+].[K+].[K+].F[B-](F)(F)F.C(P(C(C)(C)C)C(C)(C)C)(C)(C)C.C1(P(C2CCCCC2)C2C=CC=CC=2C2C(C(C)C)=CC(C(C)C)=CC=2C(C)C)CCCCC1.C(O)(=O)CC(CC(O)=O)(C(O)=O)O>C1C=CC(/C=C/C(/C=C/C2C=CC=CC=2)=O)=CC=1.C1C=CC(/C=C/C(/C=C/C2C=CC=CC=2)=O)=CC=1.C1C=CC(/C=C/C(/C=C/C2C=CC=CC=2)=O)=CC=1.[Pd].[Pd].C1(C)C=CC=CC=1>[F:22][C:19]1[CH:20]=[CH:21][C:16]([NH:15][C:4]2[CH:3]=[C:2]([N:23]3[C:31]4[C:26](=[CH:27][CH:28]=[CH:29][CH:30]=4)[CH:25]=[CH:24]3)[CH:14]=[CH:13][C:5]=2[C:6]([O:8][C:9]([CH3:12])([CH3:11])[CH3:10])=[O:7])=[CH:17][CH:18]=1 |f:2.3.4.5,6.7,10.11.12.13.14|. Procedure: To toluene 3.0 mL solution of tert-butyl 4-bromo-2-(4-fluoroanilino)benzoate 0.10 g were added 1H-indole 48 mq, tripotassium phosphate 0.12 g, tris(dibenzylideneacetone)dipalladium(0) 8.0 mg, tri-tert-butylphosphine tetrafluoroborate 2.0 mg and 2-dicyclohexylphosphino-2′,4′,6′-triisopropylbiphenyl 7.0 mg at room temperature, and it was heated and refluxed for 2 hours. After the reaction mixture was cooled to room temperature, tris(dibenzylideneacetone)dipalladium(0) 8.0 mg, tri-tert-butylphosphi... The reactants are O=C(CC(=O)NCC=CC1=CC=CC=C1)C (3-oxo-N-(3-phenyl-2-propene-1-yl)butyramide), 3-pyridylaldehyde, N1CCCCC1 (piperidine), C1(=CC=C(C=C1)S(=O)(=O)O)C (p-toluenesulfonic acid), O (water). Run in C1=CC=CC=C1 (benzene). Product: C(C)(=O)C(C(=O)NCC=CC1=CC=CC=C1)=CC=1C=NC=CC1 (2-acetyl-3-(pyridine-3-yl)-N-(3-phenyl-2-propene-1-yl)acrylamide). As a reaction SMILES: [O:1]=[C:2]([CH3:16])[CH2:3][C:4]([NH:6][CH2:7][CH:8]=[CH:9][C:10]1[CH:15]=[CH:14][CH:13]=[CH:12][CH:11]=1)=[O:5].[NH:17]1[CH2:22][CH2:21][CH2:20][CH2:19][CH2:18]1.[C:23]1(C)C=CC(S(O)(=O)=O)=CC=1.O>C1C=CC=CC=1>[C:2]([C:3](=[CH:23][C:19]1[CH:18]=[N:17][CH:22]=[CH:21][CH:20]=1)[C:4]([NH:6][CH2:7][CH:8]=[CH:9][C:10]1[CH:11]=[CH:12][CH:13]=[CH:14][CH:15]=1)=[O:5])(=[O:1])[CH3:16]. Procedure details: 516 mg (2.37 mmol) of 3-oxo-N-(3-phenyl-2-propene-1-yl)butyramide, 0.255 ml (2.70 mmol) of 3-pyridylaldehyde and 0.06 ml (0.61 mmol) of piperidine were heated under reflux in the presence of a catalytic amount of p-toluenesulfonic acid in 30 ml of benzene overnight while water was removed. Ethyl acetate was added to the reaction mixture. After washing with a saturated aqueous sodium hydrogencarbonate solution, the organic layer was dried over anhydrous sodium sulfate and then concentrated under ...